This data is from the Open Reaction Database (ORD), a public repository of structured organic reaction records. The task is: describe an organic reaction: reactants, conditions, products, and yield The reactants are O=[N+]([O-])c1cnc(Oc2ccccc2Br)nc1, CCOC(C)=O, [Na+], CN(C)C=O, [OH-], O, Cl[Sn]Cl. Yields the product Nc1cnc(Oc2ccccc2Br)nc1. As a reaction SMILES: [Br:1][c:2]1[c:3]([O:4][c:5]2[n:6][cH:7][c:8]([N+:11]([O-:12])=[O:13])[cH:9][n:10]2)[cH:14][cH:15][cH:16][cH:17]1.[CH3:29][CH2:30][O:31][C:32]([CH3:33])=[O:34].[Na+:28].[O:18]=[CH:19][N:20]([CH3:21])[CH3:22].[OH-:27].[OH2:26].[Sn:23]([Cl:24])[Cl:25]>>[Br:1][c:2]1[c:3]([O:4][c:5]2[n:6][cH:7][c:8]([NH2:11])[cH:9][n:10]2)[cH:14][cH:15][cH:16][cH:17]1.